The task is: describe an organic reaction: reactants, conditions, products, and yield. This data is from the Open Reaction Database (ORD), a public repository of structured organic reaction records. Reactants: NC1CN(CCC1)CC (3-Amino-1-ethylpiperidine), CC1=C2C(C(=O)OC2=O)=CC=C1 (3-methylphthalic anhydride). Product: C(C)N1CC(CCC1)N1C(C=2C(C1=O)=C(C=CC2)C)=O (1-Ethyl-3-(3-methylphthalimido)piperidine). As a reaction SMILES: [NH2:1][CH:2]1[CH2:7][CH2:6][CH2:5][N:4]([CH2:8][CH3:9])[CH2:3]1.[CH3:10][C:11]1[CH:21]=[CH:20][CH:19]=[C:13]2[C:14]([O:16][C:17](=O)[C:12]=12)=[O:15]>>[CH2:8]([N:4]1[CH2:5][CH2:6][CH2:7][CH:2]([N:1]2[C:17](=[O:16])[C:12]3=[C:11]([CH3:10])[CH:21]=[CH:20][CH:19]=[C:13]3[C:14]2=[O:15])[CH2:3]1)[CH3:9]. Reported procedure: 3-Amino-1-ethylpiperidine and 3-methylphthalic anhydride are reacted in a similar manner so that described in Example 3 to give the title compound. Yields the product C(CCCCCCCCCCC)(=O)N1CCC2=NC=3C=CC=CC3C(=C2CC1)C (3-Lauroyl-1,2,4,5-tetrahydro-11-methyl-3H-azepino[4,5-b]quinoline). Reported procedure: 3-Lauroyl-1,2,4,5-tetrahydro-11-methyl-3H-azepino[4,5-b]quinoline was prepared by acylation of 1,2,4,5-tetrahydro-11-methyl-3H-azepino[4,5-b]quinoline with lauroyl chloride in pyridine. Isolated yield 86.0%. As a reaction SMILES: [CH3:1][C:2]1[C:11]2[CH:10]=[CH:9][CH:8]=[CH:7][C:6]=2[N:5]=[C:4]2[CH2:12][CH2:13][NH:14][CH2:15][CH2:16][C:3]=12.[C:17](Cl)(=[O:29])[CH2:18][CH2:19][CH2:20][CH2:21][CH2:22][CH2:23][CH2:24][CH2:25][CH2:26][CH2:27][CH3:28]>N1C=CC=CC=1>[C:17]([N:14]1[CH2:15][CH2:16][C:3]2[C:4](=[N:5][C:6]3[CH:7]=[CH:8][CH:9]=[CH:10][C:11]=3[C:2]=2[CH3:1])[CH2:12][CH2:13]1)(=[O:29])[CH2:18][CH2:19][CH2:20][CH2:21][CH2:22][CH2:23][CH2:24][CH2:25][CH2:26][CH2:27][CH3:28]. The reactants are CC1=C2C(=NC=3C=CC=CC13)CCNCC2 (1,2,4,5-tetrahydro-11-methyl-3H-azepino[4,5-b]quinoline), C(CCCCCCCCCCC)(=O)Cl (lauroyl chloride). The solvent is N1=CC=CC=C1 (pyridine). The reactants are Cl (HCl), cuprous oxide, C(C)OC=1C=C(C=C(C1OCC)OCC)O (3,4,5-triethoxyphenol), C(C)(C)N(C(C1=CC=C(C=C1)Br)=O)C1CCCCC1 (p-bromobenzoic acid N-isopropyl-N-cyclohexyl amide). Solvent: N1=C(C=C(C=C1C)C)C (2,4,6-collidine). Conditions: time 18 hour. Product: C1(CCCCC1)N(C(C1=CC=C(C=C1)OC1=CC(=C(C(=C1)OCC)OCC)OCC)=O)C(C)C (N-cyclohexyl-N-(1-methylethyl)-4-(3,4,5-triethoxyphenoxy)benzamide). RXN SMILES: [CH2:1]([O:3][C:4]1[CH:5]=[C:6]([OH:16])[CH:7]=[C:8]([O:13][CH2:14][CH3:15])[C:9]=1[O:10][CH2:11][CH3:12])[CH3:2].[CH:17]([N:20]([CH:30]1[CH2:35][CH2:34][CH2:33][CH2:32][CH2:31]1)[C:21](=[O:29])[C:22]1[CH:27]=[CH:26][C:25](Br)=[CH:24][CH:23]=1)([CH3:19])[CH3:18].Cl>N1C(C)=CC(C)=CC=1C>[CH:30]1([N:20]([CH:17]([CH3:19])[CH3:18])[C:21](=[O:29])[C:22]2[CH:27]=[CH:26][C:25]([O:16][C:6]3[CH:7]=[C:8]([O:13][CH2:14][CH3:15])[C:9]([O:10][CH2:11][CH3:12])=[C:4]([O:3][CH2:1][CH3:2])[CH:5]=3)=[CH:24][CH:23]=2)[CH2:31][CH2:32][CH2:33][CH2:34][CH2:35]1. Reported procedure: A slurry of cuprous oxide (300 mg, 2.1 mmol) in a solution of 3,4,5-triethoxyphenol (777 mg, 4.0 mmol) and p-bromobenzoic acid N-isopropyl-N-cyclohexyl amide (1.30 g, 4.0 mmol) in 2,4,6-collidine (20 ml) is refluxed with stirring under a nitrogen atmosphere for 18 hr. The reaction is cooled, poured onto dilute aqueous HCl and extracted three times with ethyl acetate. The combined organic layers are washed twice with saturated aqueous NaCl solution, twice with 5% NaOH solution, twice with saturat... Reactants: NC=1C(N(C(N(C1N)CCC)=O)CCC)=O (5,6-diamino-1,3-dipropyl-2,4-(1H,3H)pyrimidinedione), [K+].S(=O)(=O)(O)C1=CC=C(C(=O)[O-])C=C1 (4-sulfobenzoic acid monopotassium salt), C(C)N=C=NCCCN(C)C (ethyl-3-(3-dimethylaminopropyl)carbodiimide), Cl (hydrochloric acid), [OH-].[K+] (potassium hydroxide), [OH-].[Na+] (sodium hydroxide). Solvent: O (water). Yields the product [K+].C(CC)N1C(N(C=2N=C(NC2C1=O)C1=CC=C(C=C1)S(=O)(=O)[O-])CCC)=O (4-(1,3-dipropyl-2,3,6,7-tetrahydro-2,6-dioxo-1H-purin-8-yl)benzenesulfonic acid potassium salt). The yield is 17.0%. RXN SMILES: [NH2:1][C:2]1[C:3](=[O:16])[N:4]([CH2:13][CH2:14][CH3:15])[C:5](=[O:12])[N:6]([CH2:9][CH2:10][CH3:11])[C:7]=1[NH2:8].[K+:17].[S:18]([C:22]1[CH:30]=[CH:29][C:25]([C:26]([O-])=O)=[CH:24][CH:23]=1)([OH:21])(=[O:20])=[O:19].[OH-].[K+].C(N=C=NCCCN(C)C)C.Cl.[OH-].[Na+]>O>[K+:17].[CH2:13]([N:4]1[C:3](=[O:16])[C:2]2[NH:1][C:26]([C:25]3[CH:24]=[CH:23][C:22]([S:18]([O-:21])(=[O:20])=[O:19])=[CH:30][CH:29]=3)=[N:8][C:7]=2[N:6]([CH2:9][CH2:10][CH3:11])[C:5]1=[O:12])[CH2:14][CH3:15] |f:1.2,3.4,7.8,10.11|. Reported procedure: A mixture of 5,6-diamino-1,3-dipropyl-2,4-(1H,3H)pyrimidinedione (16.0 g, 0.07 moles), 4-sulfobenzoic acid monopotassium salt (17.0 g, 0.0707 moles) and water (250 ml) is prepared, and the pH adjusted to 5.0 by the addition of 10% potassium hydroxide. To this solution is added ethyl-3-(3-dimethylaminopropyl)carbodiimide (13.6 g, 0.0707 moles) in one portion, and the pH maintained at 5.0±0.5 by the dropwise addition of 4 N hydrochloric acid. When the pH stabilizes, the reaction mixture is treated... Reactants: Brc1cnc(Br)nc1, CCOC(=O)C(C)(C)Oc1ccc(CCNCc2ccc(C(F)(F)F)cc2)cc1, CCN(C(C)C)C(C)C. Yields the product CCOC(=O)C(C)(C)Oc1ccc(CCN(Cc2ccc(C(F)(F)F)cc2)c2ncc(Br)cn2)cc1. RXN SMILES: [Br:30][c:31]1[n:32][cH:33][c:34]([Br:37])[cH:35][n:36]1.[CH3:1][C:2]([C:3](=[O:4])[O:5][CH2:6][CH3:7])([CH3:8])[O:9][c:10]1[cH:11][cH:12][c:13]([CH2:16][CH2:17][NH:18][CH2:19][c:20]2[cH:21][cH:22][c:23]([C:26]([F:27])([F:28])[F:29])[cH:24][cH:25]2)[cH:14][cH:15]1.[CH:38]([N:39]([CH2:40][CH3:41])[CH:42]([CH3:43])[CH3:44])([CH3:45])[CH3:46]>>[CH3:1][C:2]([C:3](=[O:4])[O:5][CH2:6][CH3:7])([CH3:8])[O:9][c:10]1[cH:11][cH:12][c:13]([CH2:16][CH2:17][N:18]([CH2:19][c:20]2[cH:21][cH:22][c:23]([C:26]([F:27])([F:28])[F:29])[cH:24][cH:25]2)[c:31]2[n:32][cH:33][c:34]([Br:37])[cH:35][n:36]2)[cH:14][cH:15]1. The reactants are N1(CCCCC1)CC1=CC(=NC=C1)OCCCCN (4-(4-piperidinomethyl-2-pyridyloxy)butylamine), ClCC(=O)Cl (2-chloroacetyl chloride). The product is N1(CCCCC1)CC1=CC(=NC=C1)OCCCCNC(CCl)=O (N-[4-(4-Piperidinomethyl-2-pyridyloxy)butyl]-2-chloroacetamide). The yield is 80.0%. RXN SMILES: [N:1]1([CH2:7][C:8]2[CH:13]=[CH:12][N:11]=[C:10]([O:14][CH2:15][CH2:16][CH2:17][CH2:18][NH2:19])[CH:9]=2)[CH2:6][CH2:5][CH2:4][CH2:3][CH2:2]1.[Cl:20][CH2:21][C:22](Cl)=[O:23]>>[N:1]1([CH2:7][C:8]2[CH:13]=[CH:12][N:11]=[C:10]([O:14][CH2:15][CH2:16][CH2:17][CH2:18][NH:19][C:22](=[O:23])[CH2:21][Cl:20])[CH:9]=2)[CH2:6][CH2:5][CH2:4][CH2:3][CH2:2]1. Reported procedure: Following a procedure similar to that described in Example 67(a), but using 4-(4-piperidinomethyl-2-pyridyloxy)butylamine and 2-chloroacetyl chloride as starting materials, in relative proportions similar to those used in that Example, the title compound was obtained as a white powder, melting at 59°-63° C., in an 80% yield. The reactants are N1C(C=NC2=CC=CC=C12)=S (quinoxalin-2-thione), CS(=O)(=O)OCCCC(F)(F)Br (4-bromo-4,4-difluorobutyl methanesulfonate), C([O-])([O-])=O.[K+].[K+] (potassium carbonate), C(C)(=O)OCC (ethyl acetate). Run in CC(=O)C (acetone), CCCCCC (hexane). Product: BrC(CCCSC1=NC2=CC=CC=C2N=C1)(F)F (2-(4-bromo-4,4-difluorobutylthio)-quinoxaline). The yield is 66.9%. Reaction SMILES: [NH:1]1[C:10]2[C:5](=[CH:6][CH:7]=[CH:8][CH:9]=2)[N:4]=[CH:3][C:2]1=[S:11].CS(O[CH2:17][CH2:18][CH2:19][C:20]([Br:23])([F:22])[F:21])(=O)=O.C(=O)([O-])[O-].[K+].[K+].C(OCC)(=O)C>CC(C)=O.CCCCCC>[Br:23][C:20]([F:22])([F:21])[CH2:19][CH2:18][CH2:17][S:11][C:2]1[CH:3]=[N:4][C:5]2[C:10](=[CH:9][CH:8]=[CH:7][CH:6]=2)[N:1]=1 |f:2.3.4|. Procedure details: A mixture of the product from Step 1 (1 g), 4-bromo-4,4-difluorobutyl methanesulfonate (1.65 g) and potassium carbonate (0.852 g) were stirred together in acetone (30 cm3) at ambient temperature for 7 hours. Inorganic solids were removed by filtration and the filtrate evaporated under reduced pressure to give a brown oil. Chromatography on silica gel using 1:4 ethyl acetate:hexane as eluant gave 2-(4-bromo-4,4-difluorobutylthio)-quinoxaline (1.375 g). M+ =332; 1H NMR: δ 2.19(2H,m); 2.50-2.70(2H,...